This data is from the Open Reaction Database (ORD), a public repository of structured organic reaction records. The task is: describe an organic reaction: reactants, conditions, products, and yield Reaction SMILES: [NH2:1][C@@H:2]1[CH2:6][CH2:5][N:4]([C:7]([O:9][C:10]([CH3:13])([CH3:12])[CH3:11])=[O:8])[CH2:3]1.[CH:14](=O)[CH3:15].[BH4-].[Na+]>CO>[C:10]([O:9][C:7]([N:4]1[CH2:5][CH2:6][CH:2]([NH:1][CH2:14][CH3:15])[CH2:3]1)=[O:8])([CH3:13])([CH3:12])[CH3:11] |f:2.3|. Procedure: To a solution of (R)-3-amino-1-N-Boc pyrrolidine (1 eq, 5.37 mmol) in methanol (20 mL) was added acetaldehyde (0.95 eq) and the resulting mixture was heated to 80° C. and stirred for 2 h., then stirred at room temperature overnight. Sodium borohydride (0.95 eq, 5.1 mmol) was added and reaction mixture was stirred for an additional 2 h. The reaction mixture was concentrated, dissolved in ethyl acetate and washed with saturated aqueous sodium bicarbonate. The combined organics were washed with bri... The product is C(C)(C)(C)OC(=O)N1CC(CC1)NCC (3-Ethylamino-pyrrolidine-1-carboxylic acid tert-butyl ester). The reactants are N[C@H]1CN(CC1)C(=O)OC(C)(C)C ((R)-3-amino-1-N-Boc pyrrolidine), C(C)=O (acetaldehyde), [BH4-].[Na+] (Sodium borohydride). The solvent is CO (methanol). Conditions: temperature 80 celsius, time 2 hour. Starting materials: NCCc1ccccc1, Cn1cc(C(=O)C(=O)O)c2ccccc21, CC#N. Product: Cn1cc(C(=O)C(=O)NCCc2ccccc2)c2ccccc21. RXN SMILES: [CH2:16]([CH2:17][c:18]1[cH:19][cH:20][cH:21][cH:22][cH:23]1)[NH2:24].[CH3:1][n:2]1[cH:3][c:4]([C:11]([C:12](=[O:13])[OH:14])=[O:15])[c:5]2[cH:6][cH:7][cH:8][cH:9][c:10]12.[CH3:25][C:26]#[N:27]>>[CH3:1][n:2]1[cH:3][c:4]([C:11]([C:12](=[O:14])[NH:24][CH2:16][CH2:17][c:18]2[cH:19][cH:20][cH:21][cH:22][cH:23]2)=[O:15])[c:5]2[cH:6][cH:7][cH:8][cH:9][c:10]12. Starting materials: CC(C(=O)O)=CCCC(=CCCC(=CCCC(=CCCC(C)=O)C)C)C (2,6,10,14-tetramethyl-18-oxo-2,6,10,14-nonadecatetraenoic acid), N(CCO)CCO (diethanolamine). Yields the product CC(C(=O)N(CCO)CCO)=CCCC(=CCCC(=CCCC(=CCCC(C)=O)C)C)C (N-(2,6,10,14-tetramethyl-18-oxo-2,6,10,14-nonadecatetraenoyl)diethanolamine). Reaction SMILES: [CH3:1][C:2](=[CH:6][CH2:7][CH2:8][C:9]([CH3:26])=[CH:10][CH2:11][CH2:12][C:13]([CH3:25])=[CH:14][CH2:15][CH2:16][C:17]([CH3:24])=[CH:18][CH2:19][CH2:20][C:21](=[O:23])[CH3:22])[C:3]([OH:5])=O.[NH:27]([CH2:31][CH2:32][OH:33])[CH2:28][CH2:29][OH:30]>>[CH3:1][C:2](=[CH:6][CH2:7][CH2:8][C:9]([CH3:26])=[CH:10][CH2:11][CH2:12][C:13]([CH3:25])=[CH:14][CH2:15][CH2:16][C:17]([CH3:24])=[CH:18][CH2:19][CH2:20][C:21](=[O:23])[CH3:22])[C:3]([N:27]([CH2:31][CH2:32][OH:33])[CH2:28][CH2:29][OH:30])=[O:5]. Procedure details: Starting materials: 2,6,10,14-tetramethyl-18-oxo-2,6,10,14-nonadecatetraenoic acid and diethanolamine Reactants: NC=1C=C(C=CC1O)C(C(=O)OCC)C (ethyl 2-(3-amino-4-hydroxyphenyl)propionate), C(C(O)C1=CC=CC=C1)(=O)O (mandelic acid). Solvent: C=1(C(=CC=CC1)C)C (xylene). Reaction conditions: time 24 hour. The product is OC(C1=CC=CC=C1)C=1OC2=C(N1)C=C(C=C2)C(C(=O)OCC)C (ethyl 2-[2-(α-hydroxybenzyl)-5-benzoxazolyl]propionate). Reaction SMILES: [NH2:1][C:2]1[CH:3]=[C:4]([CH:9]([CH3:15])[C:10]([O:12][CH2:13][CH3:14])=[O:11])[CH:5]=[CH:6][C:7]=1[OH:8].[C:16](O)(=O)[CH:17]([C:19]1[CH:24]=[CH:23][CH:22]=[CH:21][CH:20]=1)[OH:18]>C1(C)C(C)=CC=CC=1>[OH:18][CH:17]([C:16]1[O:8][C:7]2[CH:6]=[CH:5][C:4]([CH:9]([CH3:15])[C:10]([O:12][CH2:13][CH3:14])=[O:11])=[CH:3][C:2]=2[N:1]=1)[C:19]1[CH:24]=[CH:23][CH:22]=[CH:21][CH:20]=1. Procedure: A mixture of ethyl 2-(3-amino-4-hydroxyphenyl)propionate (1.2 g.), mandelic acid (1 g.) and xylene (50 ml.) was heated using a Dean and Stark apparatus. After 24 hours, the solution was evaporated to dryness and the residue was taken up in chloroform. This solution was washed first with sodium hydroxide solution, then with hydrochloric acid and finally dried over sodium carbonate. The solution was evaporated to dryness to give ethyl 2-[2-(α-hydroxybenzyl)-5-benzoxazolyl]propionate, the structure...